This data is from the Open Reaction Database (ORD), a public repository of structured organic reaction records. The task is: describe an organic reaction: reactants, conditions, products, and yield Starting materials: C(C1=CC=CC=C1)OCCOC1=C(C=C(C=C1)NC(CC1=C(C=C(C=C1F)C=1C=NC(=C(C1)OCC)OCC1=CC=C(C=C1)OC)F)=O)C(F)(F)F (N-(4-(2-(benzyloxy)ethoxy)-3-(trifluoromethyl)phenyl)-2-(4-(5-ethoxy-6-((4-methoxybenzyl)oxy)pyridin-3-yl)-2,6-difluorophenyl)acetamide). The reagents and catalysts are [Pd] (Pd/C). The solvent is CO (MeOH). The product is C(C)OC1=CC(=CNC1=O)C1=CC(=C(C(=C1)F)CC(=O)NC1=CC(=C(C=C1)OCCO)C(F)(F)F)F (2-(4-(5-ethoxy-6-oxo-1,6-dihydropyridin-3-yl)-2,6-difluorophenyl)-N-(4-(2-hydroxyethoxy)-3-(trifluoromethyl)phenyl)acetamide). The yield is 14.4%. Reaction SMILES: C([O:8][CH2:9][CH2:10][O:11][C:12]1[CH:17]=[CH:16][C:15]([NH:18][C:19](=[O:48])[CH2:20][C:21]2[C:26]([F:27])=[CH:25][C:24]([C:28]3[CH:29]=[N:30][C:31]([O:37]CC4C=CC(OC)=CC=4)=[C:32]([O:34][CH2:35][CH3:36])[CH:33]=3)=[CH:23][C:22]=2[F:47])=[CH:14][C:13]=1[C:49]([F:52])([F:51])[F:50])C1C=CC=CC=1>CO.[Pd]>[CH2:35]([O:34][C:32]1[C:31](=[O:37])[NH:30][CH:29]=[C:28]([C:24]2[CH:25]=[C:26]([F:27])[C:21]([CH2:20][C:19]([NH:18][C:15]3[CH:16]=[CH:17][C:12]([O:11][CH2:10][CH2:9][OH:8])=[C:13]([C:49]([F:50])([F:52])[F:51])[CH:14]=3)=[O:48])=[C:22]([F:47])[CH:23]=2)[CH:33]=1)[CH3:36]. Reported procedure: A solution of N-(4-(2-(benzyloxy)ethoxy)-3-(trifluoromethyl)phenyl)-2-(4-(5-ethoxy-6-((4-methoxybenzyl)oxy)pyridin-3-yl)-2,6-difluorophenyl)acetamide (70 mg, 0.097 mmol) and Pd/C (10.31 mg, 0.097 mmol) in MeOH (10 mL) was stirred under a H2 atmosphere for 16 h. After LCMS analysis showed the starting material had disappeared, the mixture was filtered. The filtrate was concentrated to give the crude product, which was purified by preparative HPLC to yield a white solid of 2-(4-(5-ethoxy-6-oxo-1,6... Reactants: COC1=CCC=C(C1)OC (1,5-Dimethoxy-1,4-cyclohexadiene), C(C)(C)(C)[Li] (tert-butyllithium), C(C=C(C)C)Cl (prenyl chloride), [I-].[Ba+2].[I-] (barium iodide). Run in C1CCOC1 (THF), CCCCC (pentane), C1CCOC1 (THF), C1CCOC1 (THF), C1CCOC1 (THF). Conditions: temperature -78 celsius, time 1 hour. Yields the product COC1=CCC=C(C1CC=C(C)C)OC (1,5-Dimethoxy-6-(3-methylbut-2-en-1-yl)cyclohexa-1,4-diene). The yield is 68.2%. As a reaction SMILES: [CH3:1][O:2][C:3]1[CH2:8][C:7]([O:9][CH3:10])=[CH:6][CH2:5][CH:4]=1.C([Li])(C)(C)C.[I-].[Ba+2].[I-].[CH2:19](Cl)[CH:20]=[C:21]([CH3:23])[CH3:22]>C1COCC1.CCCCC>[CH3:1][O:2][C:3]1[CH:8]([CH2:19][CH:20]=[C:21]([CH3:23])[CH3:22])[C:7]([O:9][CH3:10])=[CH:6][CH2:5][CH:4]=1 |f:2.3.4|. Procedure: A portion of barium iodide dihydrate was dried over 12 h at 150° C. under 6 mmHg vacuum in a 250-mL round-bottom flask to yield activated barium iodide (8.38 g, 21.4 mmol, 1.1 equiv.), which was taken up in THF (125 mL). Meanwhile, a THF (50 mL) solution of 1 (2.73 g, 19.5 mmol, 1 equiv.) was cooled to −78° C. in a 500-mL round-bottom flask, and a pentane solution of tert-butyllithium (1.63 M, 13.1 mL, 21.4 mmol, 1.1 equiv.) was added over 5 min. After stirring the resulting clear yellow solutio... The reactants are O.O.O.C(C)(=O)[O-].[Na+] (sodium acetate trihydrate), OC1CCN(CC1)C(=O)C1=CC=C(S1)C=1N=C2C(=NC1)N(C=C2C(=O)C2(CCCCC2)C)COCC[Si](C)(C)C ([2-[5-(4-hydroxy-piperidine-1-carbonyl)-thiophen-2-yl]-5-(2-trimethylsilanyl-ethoxymethyl)-5H-pyrrolo[2,3-b]pyrazin-7-yl]-(1-methyl-cyclohexyl)-methanone). Solvent: ClCCl (dichloromethane), FC(C(=O)O)(F)F (trifluoroacetic acid). Reaction conditions: time 8 hour. Yields the product EtOAc hexanes, OC1CCN(CC1)C(=O)C1=CC=C(S1)C=1N=C2C(=NC1)NC=C2C(=O)C2(CCCCC2)C ({2-[5-(4-hydroxy-piperidine-1-carbonyl)-thiophen-2-yl]-5H-pyrrolo[2,3-b]pyrazin-7-yl}-(1-methyl-cyclohexyl)-methanone). Isolated yield 75.0%. As a reaction SMILES: [OH:1][CH:2]1[CH2:7][CH2:6][N:5]([C:8]([C:10]2[S:14][C:13]([C:15]3[N:16]=[C:17]4[C:23]([C:24]([C:26]5([CH3:32])[CH2:31][CH2:30][CH2:29][CH2:28][CH2:27]5)=[O:25])=[CH:22][N:21](COCC[Si](C)(C)C)[C:18]4=[N:19][CH:20]=3)=[CH:12][CH:11]=2)=[O:9])[CH2:4][CH2:3]1.O.O.O.C([O-])(=O)C.[Na+]>ClCCl.FC(F)(F)C(O)=O>[OH:1][CH:2]1[CH2:3][CH2:4][N:5]([C:8]([C:10]2[S:14][C:13]([C:15]3[N:16]=[C:17]4[C:23]([C:24]([C:26]5([CH3:32])[CH2:31][CH2:30][CH2:29][CH2:28][CH2:27]5)=[O:25])=[CH:22][NH:21][C:18]4=[N:19][CH:20]=3)=[CH:12][CH:11]=2)=[O:9])[CH2:6][CH2:7]1 |f:1.2.3.4.5|. Reported procedure: A solution of [2-[5-(4-hydroxy-piperidine-1-carbonyl)-thiophen-2-yl]-5-(2-trimethylsilanyl-ethoxymethyl)-5H-pyrrolo[2,3-b]pyrazin-7-yl]-(1-methyl-cyclohexyl)-methanone (0.032 g, 0.056 mmol) in 1 mL of dichloromethane and 1 mL of trifluoroacetic acid was stirred for 2 h, then concentrated. The residue was dissolved in 2 mL of ethanol and treated with sodium acetate trihydrate (0.076 g, 0.56 mmol). The mixture was stirred overnight, then concentrated to a residue. Column chromatography (0->50% EtO... The reactants are ClC=1C=NC(NC1)=O (5-chloropyrimidin-2-one), BrCC(=O)C1=C(C=C(C=C1)C)C (2-bromo-2',4'-dimethylacetophenone). Run in C(C)N(CC)CC (triethylamine), C(C)O (ethanol), O (water). Reaction conditions: time 2 hour. Product: ClC=1C=NC(N(C1)CC(=O)C1=C(C=C(C=C1)C)C)=O (5-Chloro-1-(2,4-dimethylphenacyl)pyrimidin-2-one). RXN SMILES: [Cl:1][C:2]1[CH:3]=[N:4][C:5](=[O:8])[NH:6][CH:7]=1.Br[CH2:10][C:11]([C:13]1[CH:18]=[CH:17][C:16]([CH3:19])=[CH:15][C:14]=1[CH3:20])=[O:12]>C(N(CC)CC)C.C(O)C.O>[Cl:1][C:2]1[CH:3]=[N:4][C:5](=[O:8])[N:6]([CH2:10][C:11]([C:13]2[CH:18]=[CH:17][C:16]([CH3:19])=[CH:15][C:14]=2[CH3:20])=[O:12])[CH:7]=1. Procedure: A mixture of 5-chloropyrimidin-2-one (425 mg) and 2-bromo-2',4'-dimethylacetophenone (682 mg) in triethylamine (1 ml) and ethanol (20 ml) was stirred at ambient temperature for 2 hours. The reaction mixture was diluted with water and the solid filtered off. Starting materials: C(C1=CC=CC=C1)OC(=O)N1CC2=CC=C(C=C2C1)C1=C(C=C2C(C(=CN(C2=C1CF)C1CC1)C(=O)O)=O)F (7-[2-(benzyloxycarbonyl)isoindolin-5-yl]-1-cyclopropyl-6-fluoro-8-fluoromethyl-1,4-dihydro-4-oxoquinoline-3-carboxylic acid), Cl (hydrochloric acid). The solvent is [OH-].[Na+] (sodium hydroxide), Br.C(C)(=O)O (hydrogen bromide acetic acid). Conditions: time 40 minute. Yields the product C1(CC1)N1C=C(C(C2=CC(=C(C(=C12)CF)C=1C=C2CNCC2=CC1)F)=O)C(=O)O (1-cyclopropyl-6-fluoro-8-fluoromethyl-7-(isoindolin-5-yl)-1,4-dihydro-4-oxoquinoline-3-carboxylic acid). Reaction SMILES: C(OC([N:11]1[CH2:19][C:18]2[C:13](=[CH:14][CH:15]=[C:16]([C:20]3[C:29]([CH2:30][F:31])=[C:28]4[C:23]([C:24](=[O:38])[C:25]([C:35]([OH:37])=[O:36])=[CH:26][N:27]4[CH:32]4[CH2:34][CH2:33]4)=[CH:22][C:21]=3[F:39])[CH:17]=2)[CH2:12]1)=O)C1C=CC=CC=1.Cl>Br.C(O)(=O)C.[OH-].[Na+]>[CH:32]1([N:27]2[C:28]3[C:23](=[CH:22][C:21]([F:39])=[C:20]([C:16]4[CH:17]=[C:18]5[C:13](=[CH:14][CH:15]=4)[CH2:12][NH:11][CH2:19]5)[C:29]=3[CH2:30][F:31])[C:24](=[O:38])[C:25]([C:35]([OH:37])=[O:36])=[CH:26]2)[CH2:33][CH2:34]1 |f:2.3,4.5|. Procedure: In 3.2 ml of 30% hydrogen bromide-acetic acid solution was suspended 0.16 g of 7-[2-(benzyloxycarbonyl)isoindolin-5-yl]-1-cyclopropyl-6-fluoro-8-fluoromethyl-1,4-dihydro-4-oxoquinoline-3-carboxylic acid, and the suspension was stirred at room temperature for 40 minutes. The reaction mixture was concentrated under reduced pressure and to the residue was added ethanol, and the crystals formed were collected by filtration. The crystals obtained were dissolved in dilute aqueous sodium hydroxide solu...